From a dataset of the Open Reaction Database (ORD), a public repository of structured organic reaction records. describe an organic reaction: reactants, conditions, products, and yield Reactants: OB(O)c1cc(Br)cnc1F, O=C([O-])[O-], C1COCCO1, CCOC(C)=O, Ic1ccccc1, [Na+], [Na+], c1ccc(P(c2ccccc2)(c2ccccc2)[Pd](P(c2ccccc2)(c2ccccc2)c2ccccc2)(P(c2ccccc2)(c2ccccc2)c2ccccc2)P(c2ccccc2)(c2ccccc2)c2ccccc2)cc1. Yields the product Fc1ncc(Br)cc1-c1ccccc1. Reaction SMILES: [Br:1][c:2]1[cH:3][c:4]([B:9]([OH:10])[OH:11])[c:5]([F:8])[n:6][cH:7]1.[C:19](=[O:20])([O-:21])[O-:22].[CH2:31]1[O:32][CH2:33][CH2:34][O:35][CH2:36]1.[CH3:25][CH2:26][O:27][C:28](=[O:29])[CH3:30].[I:12][c:13]1[cH:14][cH:15][cH:16][cH:17][cH:18]1.[Na+:23].[Na+:24].[cH:37]1[cH:38][cH:39][c:40]([P:41]([Pd:42]([P:43]([c:44]2[cH:45][cH:46][cH:47][cH:48][cH:49]2)([c:50]2[cH:51][cH:52][cH:53][cH:54][cH:55]2)[c:56]2[cH:57][cH:58][cH:59][cH:60][cH:61]2)([P:62]([c:63]2[cH:64][cH:65][cH:66][cH:67][cH:68]2)([c:69]2[cH:70][cH:71][cH:72][cH:73][cH:74]2)[c:75]2[cH:76][cH:77][cH:78][cH:79][cH:80]2)[P:81]([c:82]2[cH:83][cH:84][cH:85][cH:86][cH:87]2)([c:88]2[cH:89][cH:90][cH:91][cH:92][cH:93]2)[c:94]2[cH:95][cH:96][cH:97][cH:98][cH:99]2)([c:100]2[cH:101][cH:102][cH:103][cH:104][cH:105]2)[c:106]2[cH:107][cH:108][cH:109][cH:110][cH:111]2)[cH:112][cH:113]1>>[Br:1][c:2]1[cH:3][c:4](-[c:13]2[cH:14][cH:15][cH:16][cH:17][cH:18]2)[c:5]([F:8])[n:6][cH:7]1. The reactants are ClCC1=CC=C(OC[C@@H]2CC[C@H](CC2)COC2=CC=C(C=C2)CCl)C=C1 (trans-1,4-bis[(4-chloromethylphenoxy)methyl]cyclohexane), C(CCC)[Li] (n-butyllithium), C(C1=CC=CC=C1)(C1=CC=CC=C1)(C1=CC=CC=C1)N1C(OCC1=O)=O (3-trityl-2,4-oxazolidinedione). The solvent is O1CCCC1 (tetrahydrofuran), O1CCCC1 (tetrahydrofuran), [Cl-].[NH4+] (ammonium chloride). Reaction conditions: temperature -78 celsius, time 15 minute. The product is C(C1=CC=CC=C1)(C1=CC=CC=C1)(C1=CC=CC=C1)N1C(OC(C1=O)CC1=CC=C(OC[C@@H]2CC[C@H](CC2)COC2=CC=C(C=C2)CC2C(N(C(O2)=O)C(C2=CC=CC=C2)(C2=CC=CC=C2)C2=CC=CC=C2)=O)C=C1)=O (trans-1,4-bis[[4-[(3-trityl-2,4-dioxo-5-oxazolidinyl)methyl]phenoxy]methyl]cyclohexane). RXN SMILES: [C:1]([N:20]1[C:24](=[O:25])[CH2:23][O:22][C:21]1=[O:26])([C:14]1[CH:19]=[CH:18][CH:17]=[CH:16][CH:15]=1)([C:8]1[CH:13]=[CH:12][CH:11]=[CH:10][CH:9]=1)[C:2]1[CH:7]=[CH:6][CH:5]=[CH:4][CH:3]=1.[CH2:27]([Li])[CH2:28][CH2:29][CH3:30].Cl[CH2:33][C:34]1[CH:57]=[CH:56][C:37]([O:38][CH2:39][C@H:40]2[CH2:45][CH2:44][C@H:43]([CH2:46][O:47][C:48]3[CH:53]=[CH:52][C:51]([CH2:54]Cl)=[CH:50][CH:49]=3)[CH2:42][CH2:41]2)=[CH:36][CH:35]=1>O1CCCC1.[Cl-].[NH4+]>[C:1]([N:20]1[C:24](=[O:25])[CH:23]([CH2:33][C:34]2[CH:57]=[CH:56][C:37]([O:38][CH2:39][C@H:40]3[CH2:45][CH2:44][C@H:43]([CH2:46][O:47][C:48]4[CH:53]=[CH:52][C:51]([CH2:54][CH:23]5[O:22][C:21](=[O:26])[N:20]([C:30]([C:4]6[CH:3]=[CH:2][CH:7]=[CH:6][CH:5]=6)([C:8]6[CH:13]=[CH:12][CH:11]=[CH:10][CH:9]=6)[C:29]6[CH:1]=[CH:14][CH:15]=[CH:27][CH:28]=6)[C:24]5=[O:25])=[CH:50][CH:49]=4)[CH2:42][CH2:41]3)=[CH:36][CH:35]=2)[O:22][C:21]1=[O:26])([C:14]1[CH:19]=[CH:18][CH:17]=[CH:16][CH:15]=1)([C:2]1[CH:7]=[CH:6][CH:5]=[CH:4][CH:3]=1)[C:8]1[CH:9]=[CH:10][CH:11]=[CH:12][CH:13]=1 |f:4.5|. Reported procedure: To 6.8 g of 3-trityl-2,4-oxazolidinedione dissolved in 200 ml of tetrahydrofuran were added 13.6 ml of n-butyllithium and, after 15 minutes of stirring at -78° C., 3.9 g of trans-1,4-bis[(4-chloromethylphenoxy)methyl]cyclohexane which has been dissolved in 20 ml of tetrahydrofuran, followed by additional 2 hours of stirring at -78° C. After completion of the reaction, the reaction mixture was dispersed in saturated ammonium chloride aqueous solution and ice layers and extracted with ethyl acetat...